Dataset: the Open Reaction Database (ORD), a public repository of structured organic reaction records. Task: describe an organic reaction: reactants, conditions, products, and yield Starting materials: C(#C)C1=CC=C(C(=O)OCC[Si](C)(C)C)C=C1 ((trimethylsilyl)ethyl 4-ethynylbenzoate), C(#C)C1=CC=C(C(=O)OCC[Si](C)(C)C)C=C1 ((trimethylsilyl)ethyl 4-ethynylbenzoate), IC=CC1=C(CCCC1=O)C (1-iodo-2-(2-methyl-6-oxocyclohex-1-enyl)ethene), Compound E. Reagents/catalysts: C1=CC=C(C=C1)P(C2=CC=CC=C2)C3=CC=CC=C3.C1=CC=C(C=C1)P(C2=CC=CC=C2)C3=CC=CC=C3.Cl[Pd]Cl (bis(triphenylphosphine)palladium (II) chloride), [Cu]I (copper (I) iodide). The solvent is C(C)N(CC)CC (triethylamine). Run at temperature 40 celsius, time 3 hour. Yields the product CC1=C(C(CCC1)=O)C=CC#CC1=CC=C(C(=O)OCC[Si](C)(C)C)C=C1 ((Trimethylsilyl)ethyl 4-(4-(2-methyl-6-oxocyclohex-1-enyl)-but-3-en-1-yn-yl)benzoate). As a reaction SMILES: I[CH:2]=[CH:3][C:4]1[C:9](=[O:10])[CH2:8][CH2:7][CH2:6][C:5]=1[CH3:11].[C:12]([C:14]1[CH:28]=[CH:27][C:17]([C:18]([O:20][CH2:21][CH2:22][Si:23]([CH3:26])([CH3:25])[CH3:24])=[O:19])=[CH:16][CH:15]=1)#[CH:13]>C1C=CC(P(C2C=CC=CC=2)C2C=CC=CC=2)=CC=1.C1C=CC(P(C2C=CC=CC=2)C2C=CC=CC=2)=CC=1.Cl[Pd]Cl.[Cu]I.C(N(CC)CC)C>[CH3:11][C:5]1[CH2:6][CH2:7][CH2:8][C:9](=[O:10])[C:4]=1[CH:3]=[CH:2][C:13]#[C:12][C:14]1[CH:28]=[CH:27][C:17]([C:18]([O:20][CH2:21][CH2:22][Si:23]([CH3:26])([CH3:25])[CH3:24])=[O:19])=[CH:16][CH:15]=1 |f:2.3.4|. Reported procedure: A solution of 1-iodo-2-(2-methyl-6-oxocyclohex-1-enyl)ethene (Compound E, available in accordance with the teachings of U.S. Pat. No. 5,760,276, 0.70 g, 2.67 mmol), (trimethylsilyl)ethyl 4-ethynylbenzoate (Compound C, 0.79 g, 3.21 mmol) and triethylamine (32 ml) was purged with argon for 10 minutes, and then treated with bis(triphenylphosphine)palladium (II) chloride (47 mg, 0.07 mmol) and copper (I) iodide (12.8 mg, 0.07 mmol). The solution was stirred 40° C. for 3 hours, and concentrated under... Starting materials: CC=1N=CSC1C(=O)O (4-methyl-1,3-thiazole-5-carboxylic acid), NC=1C=C(OC=2C=CC=3N(C2)N=C(N3)NC(=O)C3CC3)C=CC1 (N-[6-(3-aminophenoxy)[1,2,4]triazolo[1,5-a]pyridin-2-yl]cyclopropanecarboxamide), O1CCCC1 (tetrahydrofuran), C(C(=O)Cl)(=O)Cl (oxalyl chloride). Reagents/catalysts: CN(C=O)C (N,N-dimethylformamide). Run in CN(C(C)=O)C (N,N-dimethylacetamide). The product is C1(CC1)C(=O)NC1=NN2C(C=CC(=C2)OC=2C=C(C=CC2)NC(=O)C2=C(N=CS2)C)=N1 (N-[3-({2-[(cyclopropylcarbonyl)amino][1,2,4]triazolo[1,5-a]pyridin-6-yl}oxy)phenyl]-4-methyl-1,3-thiazole-5-carboxamide). Isolated yield 61.0%. Reaction SMILES: [CH3:1][C:2]1[N:3]=[CH:4][S:5][C:6]=1[C:7]([OH:9])=O.O1CCCC1.C(Cl)(=O)C(Cl)=O.[NH2:21][C:22]1[CH:23]=[C:24]([CH:41]=[CH:42][CH:43]=1)[O:25][C:26]1[CH:27]=[CH:28][C:29]2[N:30]([N:32]=[C:33]([NH:35][C:36]([CH:38]3[CH2:40][CH2:39]3)=[O:37])[N:34]=2)[CH:31]=1>CN(C)C=O.CN(C)C(=O)C>[CH:38]1([C:36]([NH:35][C:33]2[N:34]=[C:29]3[CH:28]=[CH:27][C:26]([O:25][C:24]4[CH:23]=[C:22]([NH:21][C:7]([C:6]5[S:5][CH:4]=[N:3][C:2]=5[CH3:1])=[O:9])[CH:43]=[CH:42][CH:41]=4)=[CH:31][N:30]3[N:32]=2)=[O:37])[CH2:39][CH2:40]1. Reported procedure: In the same manner as in Example 18-4 and using 4-methyl-1,3-thiazole-5-carboxylic acid (531 mg, 3.70 mmol), tetrahydrofuran (10 mL), oxalyl chloride (477 μL, 5.49 mmol), N-[6-(3-aminophenoxy)[1,2,4]triazolo[1,5-a]pyridin-2-yl]cyclopropanecarboxamide (295 mg, 0.954 mmol), N,N-dimethylformamide (2 drops) and N,N-dimethylacetamide (10 mL) as starting materials, the title compound (253 mg, 61%) was obtained as a white solid. Starting materials: ClC=1C=C(C(=O)OO)C=CC1 (3-chloroperoxybenzoic acid), CSC=1N=CC2=C(N1)C(=C(S2)C(=O)OC)C2=CC=CC=C2 (methyl 2-(methylsulfanyl)-7-phenylthieno[3,2-d]pyrimidine-6-carboxylate), S(=S)(=O)([O-])[O-].[Na+].[Na+] (sodium thiosulfate). Run in ClCCl (dichloromethane), ClCCl (dichloromethane). Run at time 2.5 hour. The product is CS(=O)(=O)C=1N=CC2=C(N1)C(=C(S2)C(=O)OC)C2=CC=CC=C2 (methyl 2-(methylsulfonyl)-7-phenylthieno[3,2-d]pyrimidine-6-carboxylate). As a reaction SMILES: Cl[C:2]1C=C(C=CC=1)C(OO)=O.CS[C:14]1[N:15]=[CH:16][C:17]2[S:22][C:21]([C:23]([O:25][CH3:26])=[O:24])=[C:20]([C:27]3[CH:32]=[CH:31][CH:30]=[CH:29][CH:28]=3)[C:18]=2[N:19]=1.[S:33]([O-:37])([O-])(=[O:35])=S.[Na+].[Na+]>ClCCl>[CH3:2][S:33]([C:14]1[N:15]=[CH:16][C:17]2[S:22][C:21]([C:23]([O:25][CH3:26])=[O:24])=[C:20]([C:27]3[CH:32]=[CH:31][CH:30]=[CH:29][CH:28]=3)[C:18]=2[N:19]=1)(=[O:37])=[O:35] |f:2.3.4|. Reported procedure: 2.3 g of 3-chloroperoxybenzoic acid (75%) are added slowly, in fractions, to a solution of 1.6 g of methyl 2-(methylsulfanyl)-7-phenylthieno[3,2-d]pyrimidine-6-carboxylate (example 4) in 25 ml of dichloromethane, cooled in an ice bath. The mixture is stirred for 2.5 h while cold, and then left at ambient temperature overnight. The mixture is then diluted with 80 ml of dichloromethane and treated with 60 ml of saturated sodium thiosulfate solution. After stirring and settling out, the aqueous pha... The reactants are FC=1C=C(C=C(C1)SC1=CC=C2C(CCOC2=C1)=O)C1(CCOCC1)OC (7-[5-fluoro-3-(4-methoxytetrahydropyran-4-yl)phenylthio]chroman-4-one), Cl.NO (hydroxylamine hydrochloride). Solvent: N1=CC=CC=C1 (pyridine). Conditions: temperature 80 celsius. The product is ( Z )-isomers, FC=1C=C(C=C(C1)SC1=CC=C2C(CCOC2=C1)=NO)C1(CCOCC1)OC (7-[5-fluoro-3-(4-methoxytetrahydropyran-4-yl)phenylthio]chroman-4-one oxime). The yield is 62.7%. RXN SMILES: [F:1][C:2]1[CH:3]=[C:4]([C:20]2([O:26][CH3:27])[CH2:25][CH2:24][O:23][CH2:22][CH2:21]2)[CH:5]=[C:6]([S:8][C:9]2[CH:18]=[C:17]3[C:12]([C:13](=O)[CH2:14][CH2:15][O:16]3)=[CH:11][CH:10]=2)[CH:7]=1.Cl.[NH2:29][OH:30]>N1C=CC=CC=1>[F:1][C:2]1[CH:3]=[C:4]([C:20]2([O:26][CH3:27])[CH2:25][CH2:24][O:23][CH2:22][CH2:21]2)[CH:5]=[C:6]([S:8][C:9]2[CH:18]=[C:17]3[C:12]([C:13](=[N:29][OH:30])[CH2:14][CH2:15][O:16]3)=[CH:11][CH:10]=2)[CH:7]=1 |f:1.2|. Procedure: A mixture of 7-[5-fluoro-3-(4-methoxytetrahydropyran-4-yl)phenylthio]chroman-4-one (0.172 g), hydroxylamine hydrochloride (0.04 g) and pyridine (3 ml) was stirred and heated to 80° C. for 2 hours. The mixture was cooled to ambient temperature and partitioned between ethyl acetate and dilute aqueous hydrochloric acid. The organic phase was washed with brine, dried (MgSO4) and evaporated. The product was purified by column chromatography using a 4:1 mixture of petroleum ether and ethyl acetate as ... Reactants: Cl (hydrochloric acid), [OH-].[Na+] (sodium hydroxide), C(CC)NC(COC1=NC(=C(C=C1Cl)Cl)Cl)=O (N-(n-propyl)-3,5,6-trichloropyridyloxyacetamide), sulfide, CO (methanol), 10. Run in O (Water), C(Cl)Cl (methylene chloride), O (water), C(Cl)Cl (methylene chloride), O1CCCC1 (tetrahydrofuran), petroleum ether. Yields the product ClC=1C(=NC(=C(C1)Cl)Cl)OCCNCCC (N-(n-propyl)ethanolamine 3,5,6-trichloropyridylether). Yield: 86.2%. Reaction SMILES: [CH2:1]([NH:4][C:5](=O)[CH2:6][O:7][C:8]1[C:13]([Cl:14])=[CH:12][C:11]([Cl:15])=[C:10]([Cl:16])[N:9]=1)[CH2:2][CH3:3].CO.Cl.[OH-].[Na+]>O1CCCC1.C(Cl)Cl.O>[Cl:14][C:13]1[C:8]([O:7][CH2:6][CH2:5][NH:4][CH2:1][CH2:2][CH3:3])=[N:9][C:10]([Cl:16])=[C:11]([Cl:15])[CH:12]=1 |f:3.4|. Procedure details: To a stirred solution of 36.8 g (0.124 mole) N-(n-propyl)-3,5,6-trichloropyridyloxyacetamide (Example 2) in 300 ml tetrahydrofuran at room temperature, 27.2 ml 10.272 mole)boranemethyl sulfide were added in three portions (9 ml, 9 ml and 9.2 ml) rapidly through a syringe. The reaction mixture was stirred at its own exotherm, and then at ambient temperature under nitrogen gas overnight. The gel-like mixture was then refluxed under nitrogen gas for two hours. The stirred reaction mixture was then ... Reactants: CO, [Na+], [OH-], O, Cc1ccc(C(=O)c2ccc3n2CCC3C(=O)OC(C)C)cc1. The product is Cc1ccc(C(=O)c2ccc3n2CCC3C(=O)O)cc1. Reaction SMILES: [CH3:24][OH:25].[Na+:27].[OH-:26].[OH2:28].[c:1]1([CH3:23])[cH:2][cH:3][c:4]([C:7](=[O:8])[c:9]2[cH:10][cH:11][c:12]3[n:13]2[CH2:14][CH2:15][CH:16]3[C:17](=[O:18])[O:19][CH:20]([CH3:21])[CH3:22])[cH:5][cH:6]1>>[c:1]1([CH3:23])[cH:2][cH:3][c:4]([C:7](=[O:8])[c:9]2[cH:10][cH:11][c:12]3[n:13]2[CH2:14][CH2:15][CH:16]3[C:17](=[O:18])[OH:19])[cH:5][cH:6]1. The reactants are C(C)(C)(C)OC(=O)N1C[C@H]2CC3=CC=C(N=C3N2[C@@H](C1)C)OC ((4R,9aR)-6-methoxy-4-methyl-3,4,9,9a-tetrahydro-1H-2,4a,5-triaza-fluorene-2-carboxylic acid tert-butyl ester), ClN1C(CCC1=O)=O (N-chlorosuccinimide). Yields the product C(C)(C)(C)OC(=O)N1C[C@H]2CC3=CC(=C(N=C3N2[C@@H](C1)C)OC)Cl ((4R,9aR)-7-Chloro-6-methoxy-4-methyl-3,4,9,9a-tetrahydro-1H-2,4a,5-triaza-fluorene-2-carboxylic acid tert-butyl ester). RXN SMILES: [C:1]([O:5][C:6]([N:8]1[CH2:20][C@@H:19]([CH3:21])[N:18]2[C@H:10]([CH2:11][C:12]3[C:17]2=[N:16][C:15]([O:22][CH3:23])=[CH:14][CH:13]=3)[CH2:9]1)=[O:7])([CH3:4])([CH3:3])[CH3:2].[Cl:24]N1C(=O)CCC1=O>>[C:1]([O:5][C:6]([N:8]1[CH2:20][C@@H:19]([CH3:21])[N:18]2[C@H:10]([CH2:11][C:12]3[C:17]2=[N:16][C:15]([O:22][CH3:23])=[C:14]([Cl:24])[CH:13]=3)[CH2:9]1)=[O:7])([CH3:3])([CH3:4])[CH3:2]. Procedure: This compound was prepared in analogy to example 5, intermediate from (4R,9aR)-6-methoxy-4-methyl-3,4,9,9a-tetrahydro-1H-2,4a,5-triaza-fluorene-2-carboxylic acid tert-butyl ester and N-chlorosuccinimide. The reactants are C1CCOC1, CCOC(C)=O, CCO, CCOC(=O)c1ccc(NC(=S)c2ccc3c(c2)C(c2ccc(C)cc2)=CCC3(C)C)cc1F, [Na+], [OH-], O. Product: Cc1ccc(C2=CCC(C)(C)c3ccc(C(=S)Nc4ccc(C(=O)O)c(F)c4)cc32)cc1. RXN SMILES: [CH2:47]1[O:48][CH2:49][CH2:50][CH2:51]1.[CH3:38][CH2:39][O:40][C:41]([CH3:42])=[O:43].[CH3:44][CH2:45][OH:46].[F:1][c:2]1[c:3]([C:4](=[O:5])[O:6][CH2:7][CH3:8])[cH:9][cH:10][c:11]([NH:13][C:14](=[S:15])[c:16]2[cH:17][c:18]3[c:23]([cH:24][cH:25]2)[C:22]([CH3:26])([CH3:27])[CH2:21][CH:20]=[C:19]3[c:28]2[cH:29][cH:30][c:31]([CH3:34])[cH:32][cH:33]2)[cH:12]1.[Na+:36].[OH-:35].[OH2:37]>>[F:1][c:2]1[c:3]([C:4](=[O:5])[OH:6])[cH:9][cH:10][c:11]([NH:13][C:14](=[S:15])[c:16]2[cH:17][c:18]3[c:23]([cH:24][cH:25]2)[C:22]([CH3:26])([CH3:27])[CH2:21][CH:20]=[C:19]3[c:28]2[cH:29][cH:30][c:31]([CH3:34])[cH:32][cH:33]2)[cH:12]1.